From a dataset of the Open Reaction Database (ORD), a public repository of structured organic reaction records. describe an organic reaction: reactants, conditions, products, and yield The reactants are CCCCCC, CCOC(C)=O, Cc1ccccc1, C[Al](C)C, [Cl-], Cl, [NH4+], N#CCc1ccc2c(c1)Nc1nccnc1S2. Product: N=C(N)Cc1ccc2c(c1)Nc1nccnc1S2. Reaction SMILES: [CH3:25][CH2:26][CH2:27][CH2:28][CH2:29][CH3:30].[CH3:31][CH2:32][O:33][C:34](=[O:35])[CH3:36].[CH3:37][c:38]1[cH:39][cH:40][cH:41][cH:42][cH:43]1.[CH3:3][Al:4]([CH3:5])[CH3:6].[Cl-:1].[ClH:24].[NH4+:2].[n:7]1[cH:8][cH:9][n:10][c:11]2[c:16]1[NH:15][c:14]1[c:13]([cH:20][cH:19][c:18]([CH2:21][C:22]#[N:23])[cH:17]1)[S:12]2>>[NH2:2][C:22]([CH2:21][c:18]1[cH:17][c:14]2[c:13]([cH:20][cH:19]1)[S:12][c:11]1[n:10][cH:9][cH:8][n:7][c:16]1[NH:15]2)=[NH:23]. Reactants: C12CN(CCC2O1)C(=O)OCC (ethyl 7-oxa-3-azabicyclo[4,1,0]heptane-3-carboxylate), C12CN(CCC2O1)C(=O)OCC (ethyl 7-oxa-3-azabicyclo[4,1,0]heptane-3-carboxylate), C1(=CC=CC=C1)CN (benzenemethanamine). Run in C(C)O (ethanol). Conditions: time 4 hour. Yields the product mixture, O[C@@H]1CN(CC[C@H]1NCC1=CC=CC=C1)C(=O)OCC (ethyl trans-3-hydroxy-4-[(phenylmethyl)amino]-1-piperidinecarboxylate), O[C@H]1[C@@H](CN(CC1)C(=O)OCC)NCC1=CC=CC=C1 (ethyl trans-4-hydroxy-3-[(phenylmethyl)amino]-1-piperidinecarboxylate). The yield is 61.8%. RXN SMILES: [CH:1]12[O:7][CH:6]1[CH2:5][CH2:4][N:3]([C:8]([O:10][CH2:11][CH3:12])=[O:9])[CH2:2]2.[C:13]1([CH2:19][NH2:20])[CH:18]=[CH:17][CH:16]=[CH:15][CH:14]=1>C(O)C>[OH:7][C@H:1]1[C@H:6]([NH:20][CH2:19][C:13]2[CH:18]=[CH:17][CH:16]=[CH:15][CH:14]=2)[CH2:5][CH2:4][N:3]([C:8]([O:10][CH2:11][CH3:12])=[O:9])[CH2:2]1.[OH:7][C@@H:6]1[CH2:5][CH2:4][N:3]([C:8]([O:10][CH2:11][CH3:12])=[O:9])[CH2:2][C@H:1]1[NH:20][CH2:19][C:13]1[CH:18]=[CH:17][CH:16]=[CH:15][CH:14]=1. Procedure: A mixture of 3.4 parts of ethyl 7-oxa-3-azabicyclo[4,1,0]heptane-3-carboxylate, 2.1 parts of benzenemethanamine and 40 parts of ethanol was stirred and refluxed for 17 hours. Another 0.3 parts of ethyl 7-oxa-3-azabicyclo[4,1,0]heptane-3-carboxylate were added and stirring at reflux was continued for 4 hours. The reaction mixture was evaporated. The residue was purified by column-chromatography over silica gel using a mixture of trichloromethane and methanol (97:3 by volume) as eluent. The pure f... Starting materials: C(C)OC(C(C)SC1=CN=C(S1)NC(=O)N([C@@H]1CC[C@H](CC1)C)C1CCCCCC1)=O ({2-[3-Cycloheptyl-3-(trans-4-methyl-cyclohexyl)-ureido]-thiazol-5-ylsulfanyl}-propionic acid ethyl ester), C1(CCCCCC1)N[C@@H]1CC[C@H](CC1)C (cycloheptyl-(trans-4-methyl-cyclohexyl)-amine), NC1=CN=CS1.C(C)OC(C(C)S)=O (5-aminothiazole 2-mercaptopropionic acid ethyl ester). Product: C1(CCCCCC1)N(C(NC=1SC(=CN1)SCCC(=O)O)=O)[C@@H]1CC[C@H](CC1)C (3-{2-[3-Cycloheptyl-3-(trans-4-methyl-cyclohexyl)-ureido]-thiazol-5-ylsulfanyl}-propionic acid). RXN SMILES: C(OC(=O)C([S:7][C:8]1[S:12][C:11]([NH:13][C:14]([N:16]([CH:24]2[CH2:30][CH2:29][CH2:28][CH2:27][CH2:26][CH2:25]2)[C@H:17]2[CH2:22][CH2:21][C@H:20]([CH3:23])[CH2:19][CH2:18]2)=[O:15])=[N:10][CH:9]=1)C)C.C1(N[C@H]2CC[C@H](C)CC2)CCCCCC1.NC1SC=NC=1.C([O:55][C:56](=[O:60])[CH:57](S)[CH3:58])C>>[CH:24]1([N:16]([C@H:17]2[CH2:18][CH2:19][C@H:20]([CH3:23])[CH2:21][CH2:22]2)[C:14](=[O:15])[NH:13][C:11]2[S:12][C:8]([S:7][CH2:58][CH2:57][C:56]([OH:60])=[O:55])=[CH:9][N:10]=2)[CH2:25][CH2:26][CH2:27][CH2:28][CH2:29][CH2:30]1 |f:2.3|. Reported procedure: {2-[3-Cycloheptyl-3-(trans-4-methyl-cyclohexyl)-ureido]-thiazol-5-ylsulfanyl}-propionic acid ethyl ester prepared as described in general procedure (A) using cycloheptyl-(trans-4-methyl-cyclohexyl)-amine and 5-aminothiazole-2-mercaptopropionic acid ethyl ester. Hydrolysis using general procedure (F) gave the title compound. Starting materials: FC=1C(=NC(=NC1)NC1=CC=C(C=C1)OCCOC)NC=1C=C(C=CC1)NC(CC(=O)OCC)=O (ethyl 3-((3-((5-fluoro-2-((4-(2-methoxyethoxy)phenyl)amino)pyrimidin-4-yl)amino)phenyl)amino)-3-oxopropanoate), N#N (N2), [Li+].[Br-] (LiBr), [BH4-].[Na+] (NaBH4). Reported procedure: To a solution of ethyl 3-((3-((5-fluoro-2-((4-(2-methoxyethoxy)phenyl)amino)pyrimidin-4-yl)amino)phenyl)amino)-3-oxopropanoate (0.17 g) in THF (5 mL), in a 25 mL 3-necked RBF equipped with N2 bubbler, were added LiBr (0.182 g) and NaBH4 (0.081 g). The reaction mixture was stirred at reflux temperature for 3 hr. The reaction was monitored on TLC using ethyl acetate:hexane (8:2) as mobile phase. After completion, the reaction mixture was poured into water. The product was extracted with ethyl acet... Run in C1CCOC1 (THF), C(C)(=O)OCC.CCCCCC (ethyl acetate hexane), O (water). As a reaction SMILES: [F:1][C:2]1[C:3]([NH:20][C:21]2[CH:22]=[C:23]([NH:27][C:28](=[O:35])[CH2:29][C:30](OCC)=[O:31])[CH:24]=[CH:25][CH:26]=2)=[N:4][C:5]([NH:8][C:9]2[CH:14]=[CH:13][C:12]([O:15][CH2:16][CH2:17][O:18][CH3:19])=[CH:11][CH:10]=2)=[N:6][CH:7]=1.N#N.[Li+].[Br-].[BH4-].[Na+]>C1COCC1.O.C(OCC)(=O)C.CCCCCC>[F:1][C:2]1[C:3]([NH:20][C:21]2[CH:22]=[C:23]([NH:27][C:28](=[O:35])[CH2:29][CH2:30][OH:31])[CH:24]=[CH:25][CH:26]=2)=[N:4][C:5]([NH:8][C:9]2[CH:14]=[CH:13][C:12]([O:15][CH2:16][CH2:17][O:18][CH3:19])=[CH:11][CH:10]=2)=[N:6][CH:7]=1 |f:2.3,4.5,8.9|. Yields the product FC=1C(=NC(=NC1)NC1=CC=C(C=C1)OCCOC)NC=1C=C(C=CC1)NC(CCO)=O (N-(3-((5-fluoro-2-((4-(2-methoxyethoxy)phenyl)amino)pyrimidin-4-yl)amino)phenyl)-3-hydroxypropanamide). Starting materials: CC(=O)OC(C)=O, Cc1c(N2CCNC(C)C2)c(F)cc2c(=O)c(C(=O)O)cn(C3CC3)c12, O=CO, O. Product: Cc1c(N2CCN(C=O)C(C)C2)c(F)cc2c(=O)c(C(=O)O)cn(C3CC3)c12. As a reaction SMILES: [CH3:30][C:31]([O:32][C:33](=[O:34])[CH3:35])=[O:36].[CH:1]1([n:4]2[cH:5][c:6]([C:24](=[O:25])[OH:26])[c:7](=[O:23])[c:8]3[cH:9][c:10]([F:22])[c:11]([N:15]4[CH2:16][CH:17]([CH3:21])[NH:18][CH2:19][CH2:20]4)[c:12]([CH3:14])[c:13]23)[CH2:2][CH2:3]1.[CH:27](=[O:28])[OH:29].[OH2:37]>>[CH:1]1([n:4]2[cH:5][c:6]([C:24](=[O:25])[OH:26])[c:7](=[O:23])[c:8]3[cH:9][c:10]([F:22])[c:11]([N:15]4[CH2:16][CH:17]([CH3:21])[N:18]([CH:27]=[O:28])[CH2:19][CH2:20]4)[c:12]([CH3:14])[c:13]23)[CH2:2][CH2:3]1.